From a dataset of the Open Reaction Database (ORD), a public repository of structured organic reaction records. describe an organic reaction: reactants, conditions, products, and yield Reactants: N1CCC=2C1=NC=CC2 (2,3-Dihydro-1H-pyrrolo[2,3-b]pyridine), BrBr (Br2), C(=O)(O)[O-].[Na+] (NaHCO3), [O-]S(=O)(=S)[O-].[Na+].[Na+] (Na2S2O3). Run in C(Cl)Cl (CH2Cl2), N1=CC=CC=C1 (pyridine), CO (Methanol), C(Cl)Cl (CH2Cl2). Yields the product BrC=1C=C2C(=NC1)NCC2 (5-Bromo-2,3-dihydro-1H-pyrrolo[2,3-b]pyridine). The yield is 84.7%. Reaction SMILES: [Br:1]Br.[NH:3]1[C:7]2=[N:8][CH:9]=[CH:10][CH:11]=[C:6]2[CH2:5][CH2:4]1.C([O-])(O)=O.[Na+].[O-]S([O-])(=S)=O.[Na+].[Na+]>C(Cl)Cl.CO.N1C=CC=CC=1>[Br:1][C:10]1[CH:11]=[C:6]2[CH2:5][CH2:4][NH:3][C:7]2=[N:8][CH:9]=1 |f:2.3,4.5.6|. Procedure: A solution of Br2 (18.1 mL, 56.2 g, 0.351 mol) in dry CH2Cl2 (250 mL) was added dropwise over a period of 1 h 45 min to a stirred and cooled (−5° C.) solution of 2 (42.22 g, 0.351 mol) in dry CH2Cl2 (410 mL)-pyridine (40 mL). The yellow suspension was stirred at 0° C. for 45 min and poured into a mixture of saturated aqueous NaHCO3 (800 mL) and saturated aqueous Na2S2O3 (100 mL). Methanol (10 mL) was added and the lower organic layer was separated and dried over MgSO4. The aqueous layer was extr... Reactants: Cl (HCl), [N+](=O)([O-])C1=CC=C(C=NC(C#N)=C(Cl)Cl)C=C1 (2-(4-nitrobenzylidene)amino-3,3-dichloro-propenonitrile), O1CCOCC1 (dioxane). Reaction conditions: time 23 hour. The product is ClC=1N=C(NC1C=O)C1=CC=C(C=C1)[N+](=O)[O-] (4-chloro-5-formyl-2-(4-nitrophenyl)imidazole). Reaction SMILES: [ClH:1].[N+:2]([C:5]1[CH:18]=[CH:17][C:8]([CH:9]=[N:10][C:11](=[C:14](Cl)Cl)[C:12]#[N:13])=[CH:7][CH:6]=1)([O-:4])=[O:3].[O:19]1CCOCC1>>[Cl:1][C:12]1[N:13]=[C:9]([C:8]2[CH:17]=[CH:18][C:5]([N+:2]([O-:4])=[O:3])=[CH:6][CH:7]=2)[NH:10][C:11]=1[CH:14]=[O:19]. Reported procedure: HCl gas was bubbled through a solution of 2-(4-nitrobenzylidene)amino-3,3-dichloro-propenonitrile (40.0 g, 0.148 mole) in dioxane (500 ml) at room temperature. The mixture was stirred for 23 hours at 50 ΕC. HCl gas was bubbled through followed by stirring for 24 hours at 50 ΕC. The mixture was stirred for 8 more days at 50 ΕC with addition of HCl-gas every 24 hours, followed by stirring at 50 ΕC for 4 more days. More HCl-gas was added and stirred for 3 more days at 50 ΕC. The solution was cooled... Reactants: Cl/C/1=C(/C(=O)OC1=O)\Cl (dichloromaleic anhydride), CC(C1=CC=CC=C1)N (α-methylbenzylamine), O (water). Solvent: C(C)(=O)O (acetic acid). Yields the product C1(=CC=CC=C1)C(C)N=C(\C(=C(/C(=O)O)\Cl)\Cl)O (dichloromaleic acid N-1-phenylethylimide). Isolated yield 72.2%. RXN SMILES: [Cl:1][C:2]1=[C:3]([Cl:9])[C:4]([O:6][C:7]1=[O:8])=[O:5].[CH3:10][CH:11]([NH2:18])[C:12]1[CH:17]=[CH:16][CH:15]=[CH:14][CH:13]=1.O>C(O)(=O)C>[C:12]1([CH:11]([N:18]=[C:4]([OH:5])/[C:3](/[Cl:9])=[C:2](/[Cl:1])\[C:7]([OH:6])=[O:8])[CH3:10])[CH:17]=[CH:16][CH:15]=[CH:14][CH:13]=1. Reported procedure: 16.7 g (0.1 mol) of dichloromaleic anhydride and 12.0 g (0.1 mol) of α-methylbenzylamine are heated in 100 ml of glacial acetic acid at the boiling point for 4 hours. 100 ml of water are then added and the oil which has separated out is extracted with methylene chloride. The methylene chloride phase is separated off, washed with water, dried and evaporated. The oil which remains cystallizes. 20.8 g (77.3% of theory) of dichloromaleic acid N-1-phenylethylimide of melting point 62°-65° C. are obta... Starting materials: C(C)(C)(C)OC(NC1=CC(=CC=C1)[N+](=O)[O-])=O (tert-butyl(3-nitrophenyl)carbamate), N#N (N2), CI (Methyl iodide), [H-].[Na+] (NaH). Run in CN(C)C=O (DMF), CCCCCC.C(C)(=O)OCC (hexane ethyl acetate), O (water). Conditions: time 1 hour. Product: CN(C(OC(C)(C)C)=O)C1=CC(=CC=C1)[N+](=O)[O-] (tert-butyl methyl(3-nitrophenyl)carbamate). Isolated yield 94.4%. As a reaction SMILES: [C:1]([O:5][C:6](=[O:17])[NH:7][C:8]1[CH:13]=[CH:12][CH:11]=[C:10]([N+:14]([O-:16])=[O:15])[CH:9]=1)([CH3:4])([CH3:3])[CH3:2].N#N.[H-].[Na+].[CH3:22]I>CN(C=O)C.O.CCCCCC.C(OCC)(=O)C>[CH3:22][N:7]([C:8]1[CH:13]=[CH:12][CH:11]=[C:10]([N+:14]([O-:16])=[O:15])[CH:9]=1)[C:6](=[O:17])[O:5][C:1]([CH3:4])([CH3:2])[CH3:3] |f:2.3,7.8|. Procedure: To a solution of tert-butyl(3-nitrophenyl)carbamate (6.0 g) in DMF (35 mL) in a 100 mL 3-neck RBF equipped with N2 Bubbler and thermo pocket was added NaH (1.21 g) portion wise and stirred 1.0 hr at room temperature. Methyl iodide (5.37 g in 15 mL DMF) was added dropwise to the reaction mixture at 0° C. The mixture was allowed to cool to room temperature and stirred for 2 hr. The reaction was monitored on TLC using hexane:ethyl acetate (9:1) as mobile phase. After completion of the reaction, the... RXN SMILES: [CH2:1]([N:3]1[C:12]2[C:7](=[C:8]([NH2:28])[C:9]([F:27])=[C:10]([N:14]3[CH2:18][CH2:17][CH:16]([NH:19]C(OC(C)(C)C)=O)[CH2:15]3)[C:11]=2[F:13])[C:6](=[O:29])[C:5]([C:30]([OH:32])=[O:31])=[CH:4]1)[CH3:2].[ClH:33]>C(O)(=O)C>[ClH:33].[CH2:1]([N:3]1[C:12]2[C:7](=[C:8]([NH2:28])[C:9]([F:27])=[C:10]([N:14]3[CH2:18][CH2:17][CH:16]([NH2:19])[CH2:15]3)[C:11]=2[F:13])[C:6](=[O:29])[C:5]([C:30]([OH:32])=[O:31])=[CH:4]1)[CH3:2] |f:3.4|. Run at time 18 hour. The reactants are C(C)N1C=C(C(C2=C(C(=C(C(=C12)F)N1CC(CC1)NC(=O)OC(C)(C)C)F)N)=O)C(=O)O (1-ethyl-5-amino-6,8-difluoro-7-[3-(t-butoxycarbonylamino)-1-pyrrolidinyl]-4-oxo-1,4-dihydroquinoline-3-carboxylic acid), Cl (hydrochloric acid). Yields the product Cl.C(C)N1C=C(C(C2=C(C(=C(C(=C12)F)N1CC(CC1)N)F)N)=O)C(=O)O (1-Ethyl-5-amino-6,8-difluoro-7-(3-amino-1-pvrrolidinyl)-4-oxo-1,4-dihydroquinoline-3-carboxylic Acid Hydrochloride). Reported procedure: A near solution of 4.5 g (10 mmole) of 1-ethyl-5-amino-6,8-difluoro-7-[3-(t-butoxycarbonylamino)-1-pyrrolidinyl]-4-oxo-1,4-dihydroquinoline-3-carboxylic acid, 10 ml of 6.0 M hydrochloric acid and 100 ml of glacial acetic acid is heated at 60° C. for four hours and then stirred at room temperature for 18 hours. The solvent is removed in vacuo, the residue triturated with ethanol/ether (1:1), filtered, washed with ether, and dried in vacuo to give the title compound. The solvent is C(C)(=O)O (acetic acid). The reactants are CC(c1ccc(Br)cc1)N1CCNCC1, CCN(C(C)C)C(C)C, FC(F)(F)c1nnc2ccc(Cl)nn12, CN(C)C=O. Product: CC(c1ccc(Br)cc1)N1CCN(c2ccc3nnc(C(F)(F)F)n3n2)CC1. Reaction SMILES: [Br:15][c:16]1[cH:17][cH:18][c:19]([CH:22]([CH3:23])[N:24]2[CH2:25][CH2:26][NH:27][CH2:28][CH2:29]2)[cH:20][cH:21]1.[CH:30]([N:31]([CH2:32][CH3:33])[CH:34]([CH3:35])[CH3:36])([CH3:37])[CH3:38].[Cl:1][c:2]1[cH:3][cH:4][c:5]2[n:6]([n:7]1)[c:8]([C:11]([F:12])([F:13])[F:14])[n:9][n:10]2.[O:39]=[CH:40][N:41]([CH3:42])[CH3:43]>>[c:2]1([N:27]2[CH2:26][CH2:25][N:24]([CH:22]([c:19]3[cH:18][cH:17][c:16]([Br:15])[cH:21][cH:20]3)[CH3:23])[CH2:29][CH2:28]2)[cH:3][cH:4][c:5]2[n:6]([n:7]1)[c:8]([C:11]([F:12])([F:13])[F:14])[n:9][n:10]2.